From a dataset of the Open Reaction Database (ORD), a public repository of structured organic reaction records. describe an organic reaction: reactants, conditions, products, and yield The reactants are C1(=CC=CC=C1)C(N1CCNCC1)C1=CC=CC=C1 (1-(diphenylmethyl)piperazine), C([O-])([O-])=O.[K+].[K+] (potassium carbonate), C(Br)C1CO1 (epibromohydrin). The solvent is CC(=O)C (acetone). Product: crude product, C1(=CC=CC=C1)C(N1CCN(CC1)CC1CO1)C1=CC=CC=C1 (1-(diphenylmethyl)-4-(1-(2,3-epoxy)propyl)piperazine). RXN SMILES: [C:1]1([CH:7]([C:14]2[CH:19]=[CH:18][CH:17]=[CH:16][CH:15]=2)[N:8]2[CH2:13][CH2:12][NH:11][CH2:10][CH2:9]2)[CH:6]=[CH:5][CH:4]=[CH:3][CH:2]=1.C(=O)([O-])[O-].[K+].[K+].[CH2:26]([CH:28]1[O:30][CH2:29]1)Br>CC(C)=O>[C:14]1([CH:7]([C:1]2[CH:2]=[CH:3][CH:4]=[CH:5][CH:6]=2)[N:8]2[CH2:9][CH2:10][N:11]([CH2:26][CH:28]3[O:30][CH2:29]3)[CH2:12][CH2:13]2)[CH:19]=[CH:18][CH:17]=[CH:16][CH:15]=1 |f:1.2.3|. Procedure details: In acetone, 1-(diphenylmethyl)piperazine (6.0 g) was dissolved (20 v/w), and potassium carbonate (1.5 eq.) and epibromohydrin (2.0 eq.) were added thereto, and the obtained mixture was heated to reflux for 3.5 hours. The salt produced by the reaction was separated by filtration, and the filtrate was then concentrated in vacuo to obtain a crude product of 1-(diphenylmethyl)-4-(1-(2,3-epoxy)propyl)piperazine. Product: N1(CCCCCC1)CCCCCCC1=NNC2=C1N=C(N=C2N)CCCC (3-(6-(Azepan-1-yl)hexyl)-5-butyl-1H-Pyrazolo[4,3-d]pyrimidin-7-amine). Reaction conditions: temperature 60 celsius, time 4 hour. Isolated yield 220.6%. RXN SMILES: [N:1]1([CH2:8][CH2:9][CH2:10][CH2:11][CH2:12][CH2:13][C:14]2[C:18]3[N:19]=[C:20]([CH2:35][CH2:36][CH2:37][CH3:38])[N:21]=[C:22]([NH:23]CC4C=CC(OC)=CC=4OC)[C:17]=3[NH:16][N:15]=2)[CH2:7][CH2:6][CH2:5][CH2:4][CH2:3][CH2:2]1.FC(F)(F)C(O)=O>>[N:1]1([CH2:8][CH2:9][CH2:10][CH2:11][CH2:12][CH2:13][C:14]2[C:18]3[N:19]=[C:20]([CH2:35][CH2:36][CH2:37][CH3:38])[N:21]=[C:22]([NH2:23])[C:17]=3[NH:16][N:15]=2)[CH2:2][CH2:3][CH2:4][CH2:5][CH2:6][CH2:7]1. Reactants: N1(CCCCCC1)CCCCCCC1=NNC2=C1N=C(N=C2NCC2=C(C=C(C=C2)OC)OC)CCCC (3-(6-(Azepan-1-yl)hexyl)-5-butyl-N-(2,4-dimethoxybenzyl)-1H-pyrazolo[4,3-d]pyrimidin-7-amine), FC(C(=O)O)(F)F (trifluoroacetic acid). Reported procedure: 3-(6-(Azepan-1-yl)hexyl)-5-butyl-N-(2,4-dimethoxybenzyl)-1H-pyrazolo[4,3-d]pyrimidin-7-amine (0.100 g, 0.191 mmol) was dissolved in trifluoroacetic acid (2 mL, 26.0 mmol) at ambient temperature. The reaction mixture was stirred at 60° C. for 4 hours. The reaction mixture was evaporated in vacuo and the residue was dissolved in 3:1 chloroform:IPA (15 mL) and washed with aqueous sodium hydroxide (0.1 M, 5 mL). The organic phase was separated using a hydrophobic frit and evaporated in vacuo to give... Reactants: C1CCOC1, CS(=O)(=O)c1nccc(-c2[nH][nH]c(=O)c2-c2ccc(F)cc2)n1, [H-], [Na+], [Na+], O=C([O-])O, Oc1ccccc1. Product: O=c1[nH][nH]c(-c2ccnc(Oc3ccccc3)n2)c1-c1ccc(F)cc1. Reaction SMILES: [CH2:33]1[O:34][CH2:35][CH2:36][CH2:37]1.[F:10][c:11]1[cH:12][cH:13][c:14](-[c:17]2[c:18](=[O:32])[nH:19][nH:20][c:21]2-[c:22]2[n:23][c:24]([S:28]([CH3:29])(=[O:30])=[O:31])[n:25][cH:26][cH:27]2)[cH:15][cH:16]1.[H-:9].[Na+:42].[Na+:8].[O-:38][C:39]([OH:40])=[O:41].[OH:1][c:2]1[cH:3][cH:4][cH:5][cH:6][cH:7]1>>[O:1]([c:2]1[cH:3][cH:4][cH:5][cH:6][cH:7]1)[c:24]1[n:23][c:22](-[c:21]2[c:17](-[c:14]3[cH:13][cH:12][c:11]([F:10])[cH:16][cH:15]3)[c:18](=[O:32])[nH:19][nH:20]2)[cH:27][cH:26][n:25]1. The reactants are CC(C)(C)OC(=O)N1CCC(O)CC1, CCCCc1cc(F)c2ncccc2c1, CC(C)(C)[O-], CN1CCCC1=O, [Cl-], [NH4+], [Na+]. Yields the product CCCCc1cc(OC2CCN(C(=O)OC(C)(C)C)CC2)c2ncccc2c1. Reaction SMILES: [C:16]([CH3:17])([CH3:18])([CH3:19])[O:20][C:21](=[O:22])[N:23]1[CH2:24][CH2:25][CH:26]([OH:29])[CH2:27][CH2:28]1.[CH2:1]([CH2:2][CH2:3][CH3:4])[c:5]1[cH:6][c:7]2[cH:8][cH:9][cH:10][n:11][c:12]2[c:13]([F:15])[cH:14]1.[CH3:30][C:31]([CH3:32])([O-:33])[CH3:34].[CH3:38][N:39]1[CH2:40][CH2:41][CH2:42][C:43]1=[O:44].[Cl-:36].[NH4+:37].[Na+:35]>>[CH2:1]([CH2:2][CH2:3][CH3:4])[c:5]1[cH:6][c:7]2[cH:8][cH:9][cH:10][n:11][c:12]2[c:13]([O:29][CH:26]2[CH2:25][CH2:24][N:23]([C:21]([O:20][C:16]([CH3:17])([CH3:18])[CH3:19])=[O:22])[CH2:28][CH2:27]2)[cH:14]1.